describe an organic reaction: reactants, conditions, products, and yield From a dataset of the Open Reaction Database (ORD), a public repository of structured organic reaction records. Starting materials: CCN(C(C)C)C(C)C, Cn1ccnc1-c1cc2nccc(Oc3ccc(N)cc3F)c2s1, O=C(O)CC(=O)Nc1ccccc1, CN(C)C=O. Product: Cn1ccnc1-c1cc2nccc(Oc3ccc(NC(=O)CC(=O)Nc4ccccc4)cc3F)c2s1. RXN SMILES: [CH:38]([N:39]([CH2:40][CH3:41])[CH:42]([CH3:43])[CH3:44])([CH3:45])[CH3:46].[F:1][c:2]1[cH:3][c:4]([NH2:24])[cH:5][cH:6][c:7]1[O:8][c:9]1[c:10]2[c:11]([n:12][cH:13][cH:14]1)[cH:15][c:16](-[c:18]1[n:19]([CH3:23])[cH:20][cH:21][n:22]1)[s:17]2.[O:25]=[C:26]([CH2:27][C:28](=[O:29])[OH:30])[NH:31][c:32]1[cH:33][cH:34][cH:35][cH:36][cH:37]1.[O:47]=[CH:48][N:49]([CH3:50])[CH3:51]>>[F:1][c:2]1[cH:3][c:4]([NH:24][C:28]([CH2:27][C:26](=[O:25])[NH:31][c:32]2[cH:33][cH:34][cH:35][cH:36][cH:37]2)=[O:29])[cH:5][cH:6][c:7]1[O:8][c:9]1[c:10]2[c:11]([n:12][cH:13][cH:14]1)[cH:15][c:16](-[c:18]1[n:19]([CH3:23])[cH:20][cH:21][n:22]1)[s:17]2. Starting materials: CN(CCCO)C (3-(dimethylamino)propan-1-ol), [OH-].[K+] (potassium hydroxide), Cl\C(=C/C1=C2C(=NC(=C1C#N)C1=CC=C(C=C1)OC)NN=C2C)\C2=CC=CC=C2 (Z-4-(2-chloro-2-phenylvinyl)-6-(4-methoxyphenyl)-3-methyl-1H-pyrazolo[3,4-b]pyridine-5-carbonitrile), B(Br)(Br)Br (boron tribromide). Run in CS(=O)C (dimethylsulfoxide), O (water). Conditions: time 3 hour. The product is OC1=CC=C(C=C1)C1=C(C(=C2C(=N1)NN=C2C)CC(C2=CC=CC=C2)=O)C#N (6-(4-hydroxyphenyl)-3-methyl-4-(2-oxo-2-phenylethyl)-1H-pyrazolo[3,4-b]pyridine-5-carbonitrile). Isolated yield 54.3%. RXN SMILES: CN(C)CCC[OH:6].[OH-].[K+].Cl/[C:11](/[C:33]1[CH:38]=[CH:37][CH:36]=[CH:35][CH:34]=1)=[CH:12]\[C:13]1[C:18]([C:19]#[N:20])=[C:17]([C:21]2[CH:26]=[CH:25][C:24]([O:27]C)=[CH:23][CH:22]=2)[N:16]=[C:15]2[NH:29][N:30]=[C:31]([CH3:32])[C:14]=12.B(Br)(Br)Br>CS(C)=O.O>[OH:27][C:24]1[CH:23]=[CH:22][C:21]([C:17]2[N:16]=[C:15]3[NH:29][N:30]=[C:31]([CH3:32])[C:14]3=[C:13]([CH2:12][C:11](=[O:6])[C:33]3[CH:38]=[CH:37][CH:36]=[CH:35][CH:34]=3)[C:18]=2[C:19]#[N:20])=[CH:26][CH:25]=1 |f:1.2|. Reported procedure: 36 g (350 mmol) of 3-(dimethylamino)propan-1-ol and 12 g (21.4 mmol) of potassium hydroxide are added to 12 g (30 mmol) of Z-4-(2-chloro-2-phenylvinyl)-6-(4-methoxyphenyl)-3-methyl-1H-pyrazolo[3,4-b]pyridine-5-carbonitrile dissolved in 100 ml of dimethylsulfoxide and 36 ml of water. The reaction mixture is carried at 120° C. for 3 hours. The reaction medium is cooled to room temperature and then poured over crushed ice. The product is extracted with ethyl acetate. The organic phases are dried on...